This data is from the Open Reaction Database (ORD), a public repository of structured organic reaction records. The task is: describe an organic reaction: reactants, conditions, products, and yield Starting materials: C(=O)(O)C=1C=C(C(=NC1)C(=O)OC)OC (methyl 5-carboxy-3-methoxypyridine-2-carboxylate), N,N'-carbonyldiimidazole, C(CCCCCCCCC)S(=O)(=O)N.CC(C)([O-])C.[K+] (1-decylsulfonamide potassium tert-butoxide), N1=C(C=CC=C1)C(=O)OC (methyl pyridine-2-carboxylate), [OH-].[Na+] (sodium hydroxide). Product: C(CCCCCCCCC)S(=O)(=O)NC(=O)C=1C=C(C(=NC1)C(=O)O)OC (5-[((1-Decylsulfonyl)amino)carbonyl]-3-methoxypyridine-2-carboxylic acid). RXN SMILES: [C:1]([C:4]1[CH:5]=[C:6]([O:14][CH3:15])[C:7]([C:10]([O:12]C)=[O:11])=[N:8][CH:9]=1)([OH:3])=O.[CH2:16]([S:26]([NH2:29])(=[O:28])=[O:27])[CH2:17][CH2:18][CH2:19][CH2:20][CH2:21][CH2:22][CH2:23][CH2:24][CH3:25].CC(C)([O-])C.[K+].N1C=CC=CC=1C(OC)=O.[OH-].[Na+]>>[CH2:16]([S:26]([NH:29][C:1]([C:4]1[CH:5]=[C:6]([O:14][CH3:15])[C:7]([C:10]([OH:12])=[O:11])=[N:8][CH:9]=1)=[O:3])(=[O:27])=[O:28])[CH2:17][CH2:18][CH2:19][CH2:20][CH2:21][CH2:22][CH2:23][CH2:24][CH3:25] |f:1.2.3,5.6|. Procedure: 2.1 g (10 mmol) of methyl 5-carboxy-3-methoxypyridine-2-carboxylate (cf. Example 1d)) were reacted with N,N'-carbonyldiimidazole and 1-decylsulfonamide/potassium tert-butoxide in an analogous manner to that described in Example 1e) and the methyl pyridine-2-carboxylate thus obtained was hydrolyzed with 1N methanolic sodium hydroxide solution. After the aqueous solution had been acidified with cooling, 1.4 g of product were obtained, m.p. 145° C. (with dec.). Reactants: CSC1=NC=CC(=N1)C1=CC=C(C=C1)C(F)(F)F (2-(methylthio)-4-[4-(trifluoromethyl)phenyl]pyrimidine), CO (methanol), OOS(=O)[O-].[K+] (oxone). The solvent is O (water), O (water). Reaction conditions: temperature 0 celsius, time 1 hour. Product: CS(=O)(=O)C1=NC=CC(=N1)C1=CC=C(C=C1)C(F)(F)F (2-(Methylsulfonyl)-4-[4-(trifluoromethyl)phenyl]pyrimidine). As a reaction SMILES: CS[C:3]1[N:8]=[C:7]([C:9]2[CH:14]=[CH:13][C:12]([C:15]([F:18])([F:17])[F:16])=[CH:11][CH:10]=2)[CH:6]=[CH:5][N:4]=1.O[O:20][S:21]([O-:23])=O.[K+].[CH3:25]O>O>[CH3:25][S:21]([C:3]1[N:8]=[C:7]([C:9]2[CH:10]=[CH:11][C:12]([C:15]([F:18])([F:16])[F:17])=[CH:13][CH:14]=2)[CH:6]=[CH:5][N:4]=1)(=[O:23])=[O:20] |f:1.2|. Reported procedure: To a suspension of 2-(methylthio)-4-[4-(trifluoromethyl)phenyl]pyrimidine (2.24 g, 8.4 mmol) in methanol (85 mL) and water (85 mL) at 0° C. was added oxone™ (15.25 g, 24.8 mmol). The reaction was stirred at 0° C. for 1 h and then at room temperature for 18 h. The reaction mixture was diluted with water (200 mL) and extracted with chloroform (2×250 mL). The organic solution was dried (Na2SO4) filtered and evaporated to afford the title compound as a white solid (2.235 g). Reactants: OBO, Fc1ccc2ncccc2c1, CC(NC1CCOCC1)c1cc(N(COCC[Si](C)(C)C)COCC[Si](C)(C)C)n2ncc(I)c2n1, [K+], [K+], O=C([O-])[O-], C1COCCO1, O. The product is CC(NC1CCOCC1)c1cc(N(COCC[Si](C)(C)C)COCC[Si](C)(C)C)n2ncc(-c3cnc4ccc(F)cc4c3)c2n1. RXN SMILES: [BH:37]([OH:38])[OH:39].[F:40][c:41]1[cH:42][c:43]2[cH:44][cH:45][cH:46][n:47][c:48]2[cH:49][cH:50]1.[I:1][c:2]1[cH:3][n:4][n:5]2[c:6]1[n:7][c:8]([CH:28]([CH3:29])[NH:30][CH:31]1[CH2:32][CH2:33][O:34][CH2:35][CH2:36]1)[cH:9][c:10]2[N:11]([CH2:12][O:13][CH2:14][CH2:15][Si:16]([CH3:17])([CH3:18])[CH3:19])[CH2:20][O:21][CH2:22][CH2:23][Si:24]([CH3:25])([CH3:26])[CH3:27].[K+:51].[K+:52].[O-:53][C:54]([O-:55])=[O:56].[O:57]1[CH2:58][CH2:59][O:60][CH2:61][CH2:62]1.[OH2:63]>>[c:2]1(-[c:45]2[cH:44][c:43]3[cH:42][c:41]([F:40])[cH:50][cH:49][c:48]3[n:47][cH:46]2)[cH:3][n:4][n:5]2[c:6]1[n:7][c:8]([CH:28]([CH3:29])[NH:30][CH:31]1[CH2:32][CH2:33][O:34][CH2:35][CH2:36]1)[cH:9][c:10]2[N:11]([CH2:12][O:13][CH2:14][CH2:15][Si:16]([CH3:17])([CH3:18])[CH3:19])[CH2:20][O:21][CH2:22][CH2:23][Si:24]([CH3:25])([CH3:26])[CH3:27]. Starting materials: O=C(n1ccnc1)n1ccnc1, CCOC(C)=O, CN(CCCN)CCC(c1ccccc1)c1ccccn1, CO, NCCCOc1cccc(CN2CCCCC2)c1. The product is CN(CCCNC(=O)NCCCOc1cccc(CN2CCCCC2)c1)CCC(c1ccccc1)c1ccccn1. RXN SMILES: [C:22](=[O:23])([n:24]1[cH:25][cH:26][n:27][cH:28]1)[n:29]1[cH:30][cH:31][n:32][cH:33]1.[C:54]([O:55][CH2:56][CH3:57])(=[O:58])[CH3:59].[CH3:1][N:2]([CH2:3][CH2:4][CH2:5][NH2:6])[CH2:7][CH2:8][CH:9]([c:10]1[n:11][cH:12][cH:13][cH:14][cH:15]1)[c:16]1[cH:17][cH:18][cH:19][cH:20][cH:21]1.[CH3:52][OH:53].[N:34]1([CH2:40][c:41]2[cH:42][c:43]([O:44][CH2:45][CH2:46][CH2:47][NH2:48])[cH:49][cH:50][cH:51]2)[CH2:35][CH2:36][CH2:37][CH2:38][CH2:39]1>>[CH3:1][N:2]([CH2:3][CH2:4][CH2:5][NH:6][C:22](=[O:23])[NH:48][CH2:47][CH2:46][CH2:45][O:44][c:43]1[cH:42][c:41]([CH2:40][N:34]2[CH2:35][CH2:36][CH2:37][CH2:38][CH2:39]2)[cH:51][cH:50][cH:49]1)[CH2:7][CH2:8][CH:9]([c:10]1[n:11][cH:12][cH:13][cH:14][cH:15]1)[c:16]1[cH:17][cH:18][cH:19][cH:20][cH:21]1. Reactants: ClC=1C(=CC(=C(C1)S(=O)(=O)N(C=1SC=NN1)CC1=C(C=C(C=C1)OC)OC)F)OC1=C(C=C(C=C1)C=1C=NC(=CC1)C(F)(F)F)C1=CN=NC=C1 (5-Chloro-N-(2,4-dimethoxybenzyl)-2-fluoro-4-(2-(pyridazin-4-yl)-4-(6-(trifluoromethyl)pyridin-3-yl)phenoxy)-N-(1,3,4-thiadiazol-2-yl)benzenesulfonamide), O1CCOCC1 (1,4-dioxane). Solvent: solution, Cl (HCl). Reaction conditions: time 18 hour. The product is ClC=1C(=CC(=C(C1)S(=O)(=O)NC=1SC=NN1)F)OC1=C(C=C(C=C1)C=1C=NC(=CC1)C(F)(F)F)C1=CN=NC=C1 (5-Chloro-2-fluoro-4-{2-(pyridazin-4-yl)-4-[6-(trifluoromethyl)pyridin-3-yl]phenoxy}-N-(1,3,4-thiadiazol-2-yl)benzenesulfonamide). The yield is 79.9%. As a reaction SMILES: [Cl:1][C:2]1[C:3]([O:29][C:30]2[CH:35]=[CH:34][C:33]([C:36]3[CH:37]=[N:38][C:39]([C:42]([F:45])([F:44])[F:43])=[CH:40][CH:41]=3)=[CH:32][C:31]=2[C:46]2[CH:51]=[CH:50][N:49]=[N:48][CH:47]=2)=[CH:4][C:5]([F:28])=[C:6]([S:8]([N:11](CC2C=CC(OC)=CC=2OC)[C:12]2[S:13][CH:14]=[N:15][N:16]=2)(=[O:10])=[O:9])[CH:7]=1.O1CCOCC1>Cl>[Cl:1][C:2]1[C:3]([O:29][C:30]2[CH:35]=[CH:34][C:33]([C:36]3[CH:37]=[N:38][C:39]([C:42]([F:43])([F:45])[F:44])=[CH:40][CH:41]=3)=[CH:32][C:31]=2[C:46]2[CH:51]=[CH:50][N:49]=[N:48][CH:47]=2)=[CH:4][C:5]([F:28])=[C:6]([S:8]([NH:11][C:12]2[S:13][CH:14]=[N:15][N:16]=2)(=[O:9])=[O:10])[CH:7]=1. Procedure: 5-Chloro-N-(2,4-dimethoxybenzyl)-2-fluoro-4-(2-(pyridazin-4-yl)-4-(6-(trifluoromethyl)pyridin-3-yl)phenoxy)-N-(1,3,4-thiadiazol-2-yl)benzenesulfonamide (Preparation 58, 250 mg, 0.329 mmol) was dissolved in a 4M solution of HCl in 1,4-dioxane (0.9 mL, 3.29 mmol). The reaction mixture was stirred at room temperature for 18 hours and then concentrated in vacuo. The resulting residue was purified by reverse phase chromatography on the ISCO system using acetonitrile:water0.1% formic acid to afford th... Starting materials: [BH4-].[Na+] (NaBH4), ClC1=CC=C(C=C1)C=1C=C2C(=NC1C1=C(C=C(C=C1)Cl)Cl)OC(CC2=O)(C)C (6-(4-Chlorophenyl)-7-(2,4-dichlorophenyl)-2,2-dimethyl-2,3-dihydro-4H-pyrano[2,3-b]pyridin-4-one), C=O (paraformaldehyde), N1CCCC1 (pyrrolidine). Run in CCOC(=O)C (EtOAc), CO (MeOH), CCOC(=O)C (EtOAc), CCO (EtOH), C1CCOC1 (THF). Conditions: temperature 65 celsius. The product is ClC1=CC=C(C=C1)C=1C=C2C(=NC1C1=C(C=C(C=C1)Cl)Cl)OC(C(C2O)C)(C)C (6-(4-Chlorophenyl)-7-(2,4-dichlorophenyl)-2,2,3-trimethyl-3,4-dihydro-2H-pyrano[2,3-b]pyridin-4-ol). As a reaction SMILES: [Cl:1][C:2]1[CH:7]=[CH:6][C:5]([C:8]2[CH:9]=[C:10]3[C:25](=[O:26])[CH2:24][C:23]([CH3:28])([CH3:27])[O:22][C:11]3=[N:12][C:13]=2[C:14]2[CH:19]=[CH:18][C:17]([Cl:20])=[CH:16][C:15]=2[Cl:21])=[CH:4][CH:3]=1.C=O.N1CCC[CH2:32]1.[BH4-].[Na+]>CCO.CCOC(C)=O.CO.C1COCC1>[Cl:1][C:2]1[CH:3]=[CH:4][C:5]([C:8]2[CH:9]=[C:10]3[CH:25]([OH:26])[CH:24]([CH3:32])[C:23]([CH3:28])([CH3:27])[O:22][C:11]3=[N:12][C:13]=2[C:14]2[CH:19]=[CH:18][C:17]([Cl:20])=[CH:16][C:15]=2[Cl:21])=[CH:6][CH:7]=1 |f:3.4|. Reported procedure: To the product of Example 1 (500 mg, 1.155 mmol) was added paraformaldehyde (347 mL, 11.6 mmol) and pyrrolidine (0.243 mL, 2.94 mmol) in EtOH (10 mL)/THF (3 mL). The reaction vessel was sealed and heated to 65° C. for 4.5 h. The reaction was cooled and diluted with EtOAc and washed with brine. The solution was dried (Na2SO4) and concentrated. The residue was dissolved in THF (8 mL) and MeOH (1 mL) and NaBH4 (87 mg, 2.31 mmol) was added. After 25 min the reaction was diluted with EtOAc and washed... The reactants are [N+](=O)([O-])C1=CC=C(C=C1)C=1OC=2C=NC=CC2N1 (2-(4-nitrophenyl)oxazolo[5,4-c]pyridine), [NH4+].[Cl-] (NH4Cl), O (H2O). Reagents/catalysts: [Fe] (iron). Solvent: CO (methanol). Product: N1=C(OC=2C=NC=CC21)C2=CC=C(C=C2)N (4-(oxazolo[5,4-c]pyridin-2-yl)benzenamine). The yield is 64.4%. As a reaction SMILES: [N+:1]([C:4]1[CH:9]=[CH:8][C:7]([C:10]2[O:11][C:12]3[CH:13]=[N:14][CH:15]=[CH:16][C:17]=3[N:18]=2)=[CH:6][CH:5]=1)([O-])=O.[NH4+].[Cl-].O>[Fe].CO>[N:18]1[C:17]2[CH:16]=[CH:15][N:14]=[CH:13][C:12]=2[O:11][C:10]=1[C:7]1[CH:6]=[CH:5][C:4]([NH2:1])=[CH:9][CH:8]=1 |f:1.2|. Reported procedure: A mixture of 2-(4-nitrophenyl)oxazolo[5,4-c]pyridine (610 mg, 2.5 mmol), NH4Cl (1.2 g, 22.4 mmol), iron powder (0.76 g, 13.6 mmol), H2O (13 mL) and methanol (51 mL) was heated to reflux for 6 h under N2. The mixture was concentrated in vacuo and purified by chromatography on silica gel (eluted with EA/PE=3:1) to give 4-(oxazolo[5,4-c]pyridin-2-yl)benzenamine as light brown powder (340 mg, yield 64%). 1H NMR (400 MHz, DMSO-d6) δ:8.95 (1H, s); 8.46 (1H, d, J=5.2); 7.92 (2H, d, J=8.8); 7.69 (1H, d,...